This data is from the Open Reaction Database (ORD), a public repository of structured organic reaction records. The task is: describe an organic reaction: reactants, conditions, products, and yield The reactants are CC1=NC(=NC(=C1)C)NCC=C (1-(4,6-dimethylpyrimid-2-ylamino)-prop-2-ene), C[N+]1(CCOCC1)[O-] (N-methylmorpholine-N-oxide), O (water), S(=O)(O)[O-].[Na+] (sodium hydrogensulphite). The reagents and catalysts are [Os](=O)(=O)(=O)=O (osmiumtetroxide). Solvent: CC(=O)C (acetone), CC(=O)C (acetone). Conditions: time 1 hour. Product: CC1=NC(=NC(=C1)C)NCC(CO)O (3-(4,6-dimethylpyrimid-2-ylamino)-propane-1,2-diol). As a reaction SMILES: C[N+]1([O-])CC[O:5]CC1.[CH3:9][C:10]1[CH:15]=[C:14]([CH3:16])[N:13]=[C:12]([NH:17][CH2:18][CH:19]=[CH2:20])[N:11]=1.S([O-])(O)=O.[Na+].[OH2:26]>CC(C)=O.[Os](=O)(=O)(=O)=O>[CH3:16][C:14]1[CH:15]=[C:10]([CH3:9])[N:11]=[C:12]([NH:17][CH2:18][CH:19]([OH:5])[CH2:20][OH:26])[N:13]=1 |f:2.3|. Procedure details: N-methylmorpholine-N-oxide (64.0 g, 0.47 mol) and osmiumtetroxide (0.7 g, 2.75 mmol) were dissolved in a mixture of 180 ml water and 100 ml acetone. 1-(4,6-dimethylpyrimid-2-ylamino)-prop-2-ene (73.5 g, 0.45 mol) in 100 ml acetone was added over a period of 15 minutes. The mixture was stirred at room temperature for 1 hour and then warmed to 50° C. for 2 hours. 10 ml aqueous saturated sodium hydrogensulphite was then added together with 40 g of diatomaceous earth. After filtration the reaction m... Reactants: FC1=C(OC=2N=CC(=NC2)C(=O)N)C=CC(=C1)C=O (5-(2-fluoro-4-formylphenoxy)pyrazine-2-carboxamide), FC1=CC=C(CCN)C=C1 (4-fluorophenethylamine), [BH4-].[Na+] (NaBH4). The solvent is CO (methanol). Reaction conditions: time 8 hour. Product: FC1=C(OC=2N=CC(=NC2)C(=O)N)C=CC(=C1)CNCCC1=CC=C(C=C1)F (5-(2-Fluoro-4-{[2-(4-fluorophenyl)ethylamino]methyl}phenoxy)pyrazine-2-carboxamide). Yield: 65.1%. Reaction SMILES: [F:1][C:2]1[CH:17]=[C:16]([CH:18]=O)[CH:15]=[CH:14][C:3]=1[O:4][C:5]1[N:6]=[CH:7][C:8]([C:11]([NH2:13])=[O:12])=[N:9][CH:10]=1.[F:20][C:21]1[CH:29]=[CH:28][C:24]([CH2:25][CH2:26][NH2:27])=[CH:23][CH:22]=1.[BH4-].[Na+]>CO>[F:1][C:2]1[CH:17]=[C:16]([CH2:18][NH:27][CH2:26][CH2:25][C:24]2[CH:28]=[CH:29][C:21]([F:20])=[CH:22][CH:23]=2)[CH:15]=[CH:14][C:3]=1[O:4][C:5]1[N:6]=[CH:7][C:8]([C:11]([NH2:13])=[O:12])=[N:9][CH:10]=1 |f:2.3|. Procedure: Place 5-(2-fluoro-4-formylphenoxy)pyrazine-2-carboxamide (Example 737, Part E) (0.400 g, 1.53 mmol), 4-fluorophenethylamine (0.234 g, 1.68 mmol) and 3 Å molecular-sieves in a vial. Add methanol (7.7 mL), cap and stir overnight. Add NaBH4 (0.058 g, 1.53 mmol) and stir until the gasses stop evolving. Load the reaction mixture directly onto a 25 g ISCO® pre-load column. Dry the column in a vacuum oven at room temperature. Purify by eluting through a 40 g ISCO® column with 0% to 15% (2.0 M NH3 in me... The reactants are C(C(=O)Cl)(=O)Cl (oxalyl chloride), ClC=1C=C(C=CC1Cl)C(C(=O)O)CC1CCOCC1 (2-(3,4-Dichloro-phenyl)-3-(tetrahydro-pyran-4-yl)-propionic acid), NC1=NN(C=C1)CC(C)(O)C (1-(3-amino-pyrazol-1-yl)-2-methyl-propan-2-ol), N1=C(C=CC=C1C)C (2,6-lutidine). Solvent: C(Cl)Cl (methylene chloride), C(Cl)Cl (methylene chloride), C(Cl)Cl (methylene chloride). Reaction conditions: temperature 25 celsius, time 30 minute. Yields the product ClC=1C=C(C=CC1Cl)C(C(=O)NC1=NN(C=C1)CC(C)(C)O)CC1CCOCC1 (2-(3,4-dichloro-phenyl)-N-[1-(2-hydroxy-2-methyl-propyl)-1H-pyrazol-3-yl]-3-(tetrahydro-pyran-4-yl)-propionamide). The yield is 67.7%. As a reaction SMILES: [Cl:1][C:2]1[CH:3]=[C:4]([CH:9]([CH2:13][CH:14]2[CH2:19][CH2:18][O:17][CH2:16][CH2:15]2)[C:10]([OH:12])=O)[CH:5]=[CH:6][C:7]=1[Cl:8].C(Cl)(=O)C(Cl)=O.[NH2:26][C:27]1[CH:31]=[CH:30][N:29]([CH2:32][C:33]([CH3:36])([OH:35])[CH3:34])[N:28]=1.N1C(C)=CC=CC=1C>C(Cl)Cl>[Cl:1][C:2]1[CH:3]=[C:4]([CH:9]([CH2:13][CH:14]2[CH2:19][CH2:18][O:17][CH2:16][CH2:15]2)[C:10]([NH:26][C:27]2[CH:31]=[CH:30][N:29]([CH2:32][C:33]([OH:35])([CH3:34])[CH3:36])[N:28]=2)=[O:12])[CH:5]=[CH:6][C:7]=1[Cl:8]. Procedure details: 2-(3,4-Dichloro-phenyl)-3-(tetrahydro-pyran-4-yl)-propionic acid (152 mg, 0.50 mmol) was dissolved in methylene chloride (5 mL) and N,N-dimethylfomamide (three drops) at 25° C. under argon. To this solution was added dropwise a solution of oxalyl chloride in methylene chloride (2 M solution, 270 μL, 0.53 mmol) which produced gas evolution and it was then stirred at 25° C. for 30 minutes. After this time, the reaction was concentrated in vacuo and the residue was then taken up in methylene chlori... Starting materials: C1(=CC=CC=C1)C1CC(C1)N (3-phenylcyclobutanamine), CCN(C(C)C)C(C)C (i-Pr2NEt), O=C1N(C(CC1)=O)OC(=O)NC1=C2C=NN(C2=CC=C1)C(=O)OC (methyl 4-((2,5-dioxopyrrolidin-1-yloxy)carbonylamino)-1H-indazole-1-carboxylate), [OH-].[Na+] (sodium hydroxide). The solvent is CN(C)C=O (DMF), O (water), CO (MeOH). Conditions: time 10 minute. Product: N1N=CC2=C(C=CC=C12)NC(=O)NC1CC(C1)C1=CC=CC=C1 ((1H-indazol-4-yl)-3-(3-phenylcyclobutyl)urea). Isolated yield 70.6%. Reaction SMILES: [C:1]1([CH:7]2[CH2:10][CH:9]([NH2:11])[CH2:8]2)[CH:6]=[CH:5][CH:4]=[CH:3][CH:2]=1.CCN(C(C)C)C(C)C.O=C1CCC(=O)N1[O:28][C:29]([NH:31][C:32]1[CH:40]=[CH:39][CH:38]=[C:37]2[C:33]=1[CH:34]=[N:35][N:36]2C(OC)=O)=O.[OH-].[Na+]>O.CO.CN(C=O)C>[NH:36]1[C:37]2[C:33](=[C:32]([NH:31][C:29]([NH:11][CH:9]3[CH2:8][CH:7]([C:1]4[CH:6]=[CH:5][CH:4]=[CH:3][CH:2]=4)[CH2:10]3)=[O:28])[CH:40]=[CH:39][CH:38]=2)[CH:34]=[N:35]1 |f:3.4|. Procedure details: An orange solution of Example 56B (98 mg, 0.666 mmol), DMF (1 mL), i-Pr2NEt (0.244 mL, 1.40 mmol), and methyl 4-((2,5-dioxopyrrolidin-1-yloxy)carbonylamino)-1H-indazole-1-carboxylate (232 mg, 0.699 mmol) was stirred at ambient temperature 15 minutes, followed by the addition of MeOH (2.00 mL) and sodium hydroxide (50% in water, 0.105 mL, 2.00 mmol). After 10 minutes, water (3 mL) was added dropwise and a sticky gum was observed. The mixture was heated to reflux and a slurry persisted. The mixtur... Reactants: CN1N=CC2=C(C=CC=C12)[N+](=O)[O-] (1-Methyl-4-nitro-1H-indazole), [H][H] (hydrogen). Reagents/catalysts: [Pd].[C] (Pd carbon). Solvent: C(C)O (ethanol). The product is CN1N=CC=2C(=CC=CC12)N (1-methyl-1H-indazol-4-amine). As a reaction SMILES: [CH3:1][N:2]1[C:10]2[C:5](=[C:6]([N+:11]([O-])=O)[CH:7]=[CH:8][CH:9]=2)[CH:4]=[N:3]1.[H][H]>C(O)C.[Pd].[C]>[CH3:1][N:2]1[C:10]2[CH:9]=[CH:8][CH:7]=[C:6]([NH2:11])[C:5]=2[CH:4]=[N:3]1 |f:3.4|. Reported procedure: 1-Methyl-4-nitro-1H-indazole (6.1 g; 35.4 mmol) and 10% Pd/carbon (500 mg) were combined in ethanol and hydrogenated in a Parr apparatus at 60 PSI hydrogen at 50° C. for 1 hour. The mixture was allowed to cool to ambient temperature, filtered through Celite, and concentrated under reduced pressure to provide the title compound. 1H NMR (DMSO-d6) δ 8.02 (s, 1H), 7.02 (t, 1H), 6.62 (d, 1H), 6.14 (d, 1H), 5.75 (s, 2H), 3.90 (s, 2H).